This data is from the Open Reaction Database (ORD), a public repository of structured organic reaction records. The task is: describe an organic reaction: reactants, conditions, products, and yield The reactants are Nc1ccc(S(=O)(=O)c2cc(Br)nc(N3CCCC3)c2)cc1, CCNCC, C#CC(C)(C)O, CN(C)C=O, [Cu]I, Cl[Pd]Cl, c1ccc(P(c2ccccc2)c2ccccc2)cc1, c1ccc(P(c2ccccc2)c2ccccc2)cc1. Yields the product CC(C)(O)C#Cc1cc(S(=O)(=O)c2ccc(N)cc2)cc(N2CCCC2)n1. Reaction SMILES: [Br:1][c:2]1[n:3][c:4]([N:18]2[CH2:19][CH2:20][CH2:21][CH2:22]2)[cH:5][c:6]([S:8](=[O:9])(=[O:10])[c:11]2[cH:12][cH:13][c:14]([NH2:17])[cH:15][cH:16]2)[cH:7]1.[CH2:34]([NH:35][CH2:36][CH3:37])[CH3:38].[CH3:23][C:24]([CH3:25])([C:26]#[CH:27])[OH:28].[CH3:29][N:30]([CH3:31])[CH:32]=[O:33].[Cu:39][I:40].[Pd:41]([Cl:42])[Cl:43].[c:44]1([P:45]([c:46]2[cH:47][cH:48][cH:49][cH:50][cH:51]2)[c:52]2[cH:53][cH:54][cH:55][cH:56][cH:57]2)[cH:58][cH:59][cH:60][cH:61][cH:62]1.[c:63]1([P:64]([c:65]2[cH:66][cH:67][cH:68][cH:69][cH:70]2)[c:71]2[cH:72][cH:73][cH:74][cH:75][cH:76]2)[cH:77][cH:78][cH:79][cH:80][cH:81]1>>[c:2]1([C:27]#[C:26][C:24]([CH3:23])([CH3:25])[OH:28])[n:3][c:4]([N:18]2[CH2:19][CH2:20][CH2:21][CH2:22]2)[cH:5][c:6]([S:8](=[O:9])(=[O:10])[c:11]2[cH:12][cH:13][c:14]([NH2:17])[cH:15][cH:16]2)[cH:7]1. Reactants: C(C1=CC=CC=C1)Cl (benzyl chloride), C(C)(=O)NC1C=2C=CC=CC2C=2NC(C=3N(C21)C=CN3)=O (10-acetamido-5H,10H-imidazo[1,2-a]indeno[1,2-e]pyrazin-4-one), [H-].[Na+] (sodium hydride), O (water), ice. Solvent: CS(=O)C (dimethyl sulphoxide), CS(=O)C (dimethyl sulphoxide), C(C)(=O)O (acetic acid). Reaction conditions: temperature 20 celsius, time 20 minute. The product is C(C)(=O)NC1(C=2C=CC=CC2C=2NC(C=3N(C21)C=CN3)=O)CC3=CC=CC=C3 (10-acetamido-10-benzyl-5H,10H-imidazo[1,2-a]indeno[1,2-e]pyrazin-4-one). Isolated yield 28.1%. As a reaction SMILES: [C:1]([NH:4][CH:5]1[C:17]2[N:16]3[CH:18]=[CH:19][N:20]=[C:15]3[C:14](=[O:21])[NH:13][C:12]=2[C:11]2[CH:10]=[CH:9][CH:8]=[CH:7][C:6]1=2)(=[O:3])[CH3:2].[H-].[Na+].[CH2:24](Cl)[C:25]1[CH:30]=[CH:29][CH:28]=[CH:27][CH:26]=1.O>CS(C)=O.C(O)(=O)C>[C:1]([NH:4][C:5]1([CH2:24][C:25]2[CH:30]=[CH:29][CH:28]=[CH:27][CH:26]=2)[C:17]2[N:16]3[CH:18]=[CH:19][N:20]=[C:15]3[C:14](=[O:21])[NH:13][C:12]=2[C:11]2[CH:10]=[CH:9][CH:8]=[CH:7][C:6]1=2)(=[O:3])[CH3:2] |f:1.2|. Procedure: To a suspension of 1.4 g of 10-acetamido-5H,10H-imidazo[1,2-a]indeno[1,2-e]pyrazin-4-one in 35 ml of anhydrous dimethyl sulphoxide, maintained at 20° C. under a nitrogen atmosphere, is added 0.36 g of 80% sodium hydride and the mixture is stirred for 20 minutes. A solution of 0.7 g of benzyl chloride in 1 ml of anhydrous dimethyl sulphoxide is then added dropwise over 5 minutes at the same temperature and, after stirring for 3 hours, the reaction mixture is poured into a mixture of 200 ml of dis... The reactants are C1(=CC=CC=C1)CO[C@@H]1[C@H](COC(C2=CC=CC=C2)(C2=CC=CC=C2)C2=CC=CC=C2)O[C@@H]([C@H]1OCC1=CC=CC=C1)COC(C1=CC=CC=C1)(C1=CC=CC=C1)C1=CC=CC=C1 (2,5-anhydro-3,4-bis-O-(phenylmethyl)-1,6-bis-O-(triphenylmethyl)-D-glucitol). The solvent is C(C)(=O)O (acetic acid). Yields the product C1(=CC=CC=C1)CO[C@@H]1[C@H](CO)O[C@@H]([C@H]1OCC1=CC=CC=C1)CO (2,5-anhydro-3,4-bis-O-(phenylmethyl)-D-glucitol). RXN SMILES: [C:1]1([CH2:7][O:8][C@H:9]2[C@H:34]([O:35][CH2:36][C:37]3[CH:42]=[CH:41][CH:40]=[CH:39][CH:38]=3)[C@@H:33]([CH2:43][O:44]C(C3C=CC=CC=3)(C3C=CC=CC=3)C3C=CC=CC=3)[O:32][C@H:10]2[CH2:11][O:12]C(C2C=CC=CC=2)(C2C=CC=CC=2)C2C=CC=CC=2)[CH:6]=[CH:5][CH:4]=[CH:3][CH:2]=1>C(O)(=O)C>[C:1]1([CH2:7][O:8][C@H:9]2[C@H:34]([O:35][CH2:36][C:37]3[CH:42]=[CH:41][CH:40]=[CH:39][CH:38]=3)[C@@H:33]([CH2:43][OH:44])[O:32][C@H:10]2[CH2:11][OH:12])[CH:2]=[CH:3][CH:4]=[CH:5][CH:6]=1. Reported procedure: In accordance with Flowchart C, 2,5-anhydro-D-glucitol 19 is reacted with trityl chloride in pyridine, giving 2,5-anhydro-1,6-bis-O-(triphenylmethyl)-D-glucitol 20, which is then reacted with sodium hydride and benzyl bromide in dimethylformamide, giving 2,5-anhydro-3,4-bis-O-(phenylmethyl)-1,6-bis-O-(triphenylmethyl)-D-glucitol 21. Compound 21 is then reacted with acetic acid at about 80° C., giving 2,5-anhydro-3,4-bis-O-(phenylmethyl)-D-glucitol 22, which is then reacted with diphenyl phosphor... The reactants are C(C)OC(=O)C1=CC=C(C=C1)N=COCC (ethyl N-(4-ethoxycarbonylphenyl)formimidate), COC1=C(NC)C=CC=C1 (2-methoxy-N-methylaniline). The solvent is C(C)O (ethanol). The product is C(C)OC(=O)C1=CC=C(C=C1)N=CN(C)C1=C(C=CC=C1)OC (N'-(4-Ethoxycarbonylphenyl)-N-(2-methoxyphenyl)-N-methylformamidine). Reaction SMILES: [CH2:1]([O:3][C:4]([C:6]1[CH:11]=[CH:10][C:9]([N:12]=[CH:13]OCC)=[CH:8][CH:7]=1)=[O:5])[CH3:2].[CH3:17][O:18][C:19]1[CH:26]=[CH:25][CH:24]=[CH:23][C:20]=1[NH:21][CH3:22]>C(O)C>[CH2:1]([O:3][C:4]([C:6]1[CH:7]=[CH:8][C:9]([N:12]=[CH:13][N:21]([C:20]2[CH:23]=[CH:24][CH:25]=[CH:26][C:19]=2[O:18][CH3:17])[CH3:22])=[CH:10][CH:11]=1)=[O:5])[CH3:2]. Reported procedure: A mixture of ethyl N-(4-ethoxycarbonylphenyl)formimidate (Example Ia) (4.9 g, 0.022 mol) and 2-methoxy-N-methylaniline (3.2 g, 0.022 mol) were heated at 180° until 1.3 ml of ethanol had been collected by distillation. The resulting yellow oil was flash distilled to yield the desired product, bp≈200° C. (0.05 mm). ##STR14## The reactants are C(N)(=O)C1=C(C=CC=C1)C=1C(=C(C(=O)N)C(=CC1)OC)Cl ((2 carbamoylphenyl)-2-chloro-6-methoxybenzamide), C(C)(=O)O (acetic acid), [OH-].[Na+] (NaOH), [OH-].[Na+] (NaOH). Product: ClC1=C(C(=CC=C1)OC)C1=NC2=CC=CC=C2C(N1)=O (2-(2-chloro-6-methoxy-phenyl)-3H-quinazolin-4-one). The yield is 14.0%. As a reaction SMILES: C(C1C=CC=CC=1[C:10]1[C:11]([Cl:21])=[C:12]([C:16]([O:19][CH3:20])=[CH:17][CH:18]=1)[C:13]([NH2:15])=O)(=O)N.[OH-].[Na+].[C:24]([OH:27])(=O)[CH3:25]>>[Cl:21][C:11]1[CH:10]=[CH:18][CH:17]=[C:16]([O:19][CH3:20])[C:12]=1[C:13]1[NH:15][C:24](=[O:27])[C:25]2[C:13](=[CH:12][CH:11]=[CH:10][CH:18]=2)[N:15]=1 |f:1.2|. Reported procedure: N (2 carbamoylphenyl)-2-chloro-6-methoxybenzamide (13 g, 42.7 mmol) was suspended in 100 mL of a 2 N NaOH solution and heated to reflux. After refluxing for 3 hours, another 25 mL of a 2 N NaOH solution was added, and the reaction was refluxed for another hour. The mixture was cooled to room temperature and acidified with acetic acid to pH 5. The formed precipitate was collected by filtration. The product was purified over alumina using EtOAc as an eluent giving 1.7 g (5.9 mmol, 14%) of 2-(2-chl... Reactants: FC(C1=CC=C(S1)C(=O)OC)F (methyl 5-(difluoromethyl)thiophene-2-carboxylate), CO (MeOH), [BH4-].[Na+] (NaBH4). The solvent is C1CCOC1 (THF). Reaction conditions: temperature 60 celsius, time 1 hour. The product is FC(C1=CC=C(S1)CO)F ((5-(Difluoromethyl)-2-thienyl)methanol). Yield: 101.8%. RXN SMILES: [F:1][CH:2]([F:12])[C:3]1[S:7][C:6]([C:8](OC)=[O:9])=[CH:5][CH:4]=1.CO.[BH4-].[Na+]>C1COCC1>[F:1][CH:2]([F:12])[C:3]1[S:7][C:6]([CH2:8][OH:9])=[CH:5][CH:4]=1 |f:2.3|. Procedure details: To a solution of methyl 5-(difluoromethyl)thiophene-2-carboxylate (2.23 g) in THF (60 ml)-MeOH (15 ml) was added NaBH4 (2.20 g) at room temperature, and the reaction mixture was stirred at 60° C. for 1 h. The reaction mixture was quenched with saturated aqueous NH4Cl solution, and extracted with EtOAc. The extract was washed with brine, dried over MgSO4, concentrated and purified by silica gel column chromatography (hexane/EtOAc) to give the title compound (1.94 g) as a pale yellow oil.